Task: describe an organic reaction: reactants, conditions, products, and yield. Dataset: the Open Reaction Database (ORD), a public repository of structured organic reaction records The reactants are CCOC(=O)CN(Cc1ccccc1)CC(C)C(=O)OCC, CC(C)(C)[O-], CC(=O)O, Cc1ccccc1, [K+]. Yields the product CCOC(=O)C1(C)CN(Cc2ccccc2)CC1=O. Reaction SMILES: [CH2:1]([O:3][C:4](=[O:2])[CH2:6][N:7]([CH2:8][CH:9]([CH3:10])[C:11](=[O:12])[O:13][CH2:14][CH3:15])[CH2:16][c:17]1[cH:18][cH:19][cH:20][cH:21][cH:22]1)[CH3:5].[CH3:23][C:24]([CH3:25])([O-:26])[CH3:27].[CH3:29][C:30](=[O:31])[OH:32].[CH3:33][c:34]1[cH:35][cH:36][cH:37][cH:38][cH:39]1.[K+:28]>>[O:3]=[C:4]1[CH2:6][N:7]([CH2:16][c:17]2[cH:18][cH:19][cH:20][cH:21][cH:22]2)[CH2:8][C:9]1([CH3:10])[C:11](=[O:12])[O:13][CH2:14][CH3:15]. Reactants: [OH-].[Na+] (NaOH), alcohol, C(C)OC(\C=C\C1=CC=C(C=C1)OCC1=NC(=C(N=C1C)C)C)=O ((E)-3-(4-((3,5,6-Trimethylpyrazin-2-yl)methoxy)-phenyl)acrylic acid ethyl ester), V(petroleum ether), V(ethyl acetate). Run in O (water). Yields the product CC=1C(=NC(=C(N1)C)C)COC1=CC=C(C=C1)/C=C/C(=O)O ((E)-3-(4-((3,5,6-Trimethylpyrazin-2-yl)methoxy)-phenyl)acrylic acid). Yield: 93.0%. RXN SMILES: [OH-].[Na+].C([O:5][C:6](=[O:26])/[CH:7]=[CH:8]/[C:9]1[CH:14]=[CH:13][C:12]([O:15][CH2:16][C:17]2[C:22]([CH3:23])=[N:21][C:20]([CH3:24])=[C:19]([CH3:25])[N:18]=2)=[CH:11][CH:10]=1)C>O>[CH3:23][C:22]1[C:17]([CH2:16][O:15][C:12]2[CH:13]=[CH:14][C:9](/[CH:8]=[CH:7]/[C:6]([OH:26])=[O:5])=[CH:10][CH:11]=2)=[N:18][C:19]([CH3:25])=[C:20]([CH3:24])[N:21]=1 |f:0.1|. Procedure details: Adding water (20 mL), NaOH (0.14 g, 3.5 mmol) into a 100 mL round-bottom flask, stirring to dissolve, then adding 95% alcohol (20 mL), (E)-3-(4-((3,5,6-Trimethylpyrazin-2-yl)methoxy)-phenyl)acrylic acid ethyl ester (1.0 g, 3.07 mmol), stifling under room temperature to react for 4 hours, TLC [V(petroleum ether):V(ethyl acetate)=3:1 as developing agent] detecting shows that reaction is complete, (Rf of raw material=0.5, Rf of product=0), distilling out the alcohol under reduced pressure, adjustin... The reactants are C[O-], CO, [Na+], c1ccc(OCC2CO2)cc1. The product is COCC(O)COc1ccccc1. RXN SMILES: [CH3:12][O-:13].[CH3:15][OH:16].[Na+:14].[O:1]([c:2]1[cH:3][cH:4][cH:5][cH:6][cH:7]1)[CH2:8][CH:9]1[O:10][CH2:11]1>>[O:1]([c:2]1[cH:3][cH:4][cH:5][cH:6][cH:7]1)[CH2:8][CH:9]([OH:10])[CH2:11][O:13][CH3:12]. Starting materials: [N+](=O)(O)[O-] (nitric acid), FC=1C=CC2=C(S(C3=C2C=CC=C3)(=O)=O)C1 (3-fluorodibenzothiophene S,S-dioxide), ice. Run in S(O)(O)(=O)=O (sulfuric acid). Conditions: temperature 18 celsius, time 1 hour. Product: FC=1C=CC2=C(S(C3=C2C=CC(=C3)[N+](=O)[O-])(=O)=O)C1 (3-Fluoro-7-nitrodibenzothiophene S,S-dioxide). Yield: 70.9%. As a reaction SMILES: [F:1][C:2]1[CH:3]=[CH:4][C:5]2[C:9]3[CH:10]=[CH:11][CH:12]=[CH:13][C:8]=3[S:7](=[O:15])(=[O:14])[C:6]=2[CH:16]=1.[N+:17]([O-])([OH:19])=[O:18]>S(=O)(=O)(O)O>[F:1][C:2]1[CH:3]=[CH:4][C:5]2[C:9]3[CH:10]=[CH:11][C:12]([N+:17]([O-:19])=[O:18])=[CH:13][C:8]=3[S:7](=[O:15])(=[O:14])[C:6]=2[CH:16]=1. Procedure: To a mixture of 8.94 g of 3-fluorodibenzothiophene S,S-dioxide in 100 ml of concentrated sulfuric acid, cooled at 18° C. in a water bath, was added dropwise 3.12 g of 71% nitric acid over 3 minutes. The mixture was stirred at room temperature for one hour, then poured over 500 ml of crushed ice and the solid collected, washed with water until neutral then dried at 100° C. This solid was dissolved in 200 ml of acetonitrile, treated with charcoal, filtered through diatomaceous earth and the filtra... The reactants are OC1=CC=C(C=C1)C1=NOC(=C1)C(=O)OCC (ethyl 3-(4-hydroxyphenyl)isoxazole-5-carboxylate), [H-].[Na+] (sodium hydride), BrC1=CN=C(S1)N (5-bromothiazol-2-amine). Run in C1CCOC1 (THF), C1CCOC1 (THF). Conditions: time 10 minute. Product: NC=1SC(=CN1)OC1=CC=C(C=C1)C1=NOC(=C1)C(=O)OCC (Ethyl 3-[4-(2-aminothiazol-5-yl)oxyphenyl]isoxazole-5-carboxylate). The yield is 20.7%. RXN SMILES: [OH:1][C:2]1[CH:7]=[CH:6][C:5]([C:8]2[CH:12]=[C:11]([C:13]([O:15][CH2:16][CH3:17])=[O:14])[O:10][N:9]=2)=[CH:4][CH:3]=1.[H-].[Na+].Br[C:21]1[S:25][C:24]([NH2:26])=[N:23][CH:22]=1>C1COCC1>[NH2:26][C:24]1[S:25][C:21]([O:1][C:2]2[CH:3]=[CH:4][C:5]([C:8]3[CH:12]=[C:11]([C:13]([O:15][CH2:16][CH3:17])=[O:14])[O:10][N:9]=3)=[CH:6][CH:7]=2)=[CH:22][N:23]=1 |f:1.2|. Procedure: To a stirred solution of ethyl 3-(4-hydroxyphenyl)isoxazole-5-carboxylate (0.97 g, 4.16 mmol) in dry THF, sodium hydride (60%, 0.25 g, 6.09 mmol) was added at room temperature and stirred for 10 min. 5-bromothiazol-2-amine (0.5 g, 2.77 mmol) dissolved in 10 mL dry THF was added and continued to stir for additional 1 hr. Reaction mixture was poured on ice cold water and extracted with ethyl acetate (50 mL×3). The combined organic layer was washed with water, brine and dried over sodium sulfate, f... Reactants: C(C)OC(CC=1C=C(C=C(C1)Cl)C1=C(C=C(C=C1)C(F)(F)F)CN(CC)C(=O)C1CC1)=O ({5-chloro-2′-[(cyclopropanecarbonyl-ethyl-amino)-methyl]-4′-trifluoromethyl-biphenyl-3-yl}-acetic acid ethyl ester), IC (iodomethane). Product: C(C)OC(C(C)C=1C=C(C=C(C1)Cl)C1=C(C=C(C=C1)C(F)(F)F)CN(CC)C(=O)C1CC1)=O (2-{5-Chloro-2′-[(cyclopropanecarbonyl-ethyl-amino)-methyl]-4′-trifluoromethyl-biphenyl-3-yl}-propionic acid ethyl ester). RXN SMILES: [CH2:1]([O:3][C:4](=[O:32])[CH2:5][C:6]1[CH:7]=[C:8]([C:13]2[CH:18]=[CH:17][C:16]([C:19]([F:22])([F:21])[F:20])=[CH:15][C:14]=2[CH2:23][N:24]([C:27]([CH:29]2[CH2:31][CH2:30]2)=[O:28])[CH2:25][CH3:26])[CH:9]=[C:10]([Cl:12])[CH:11]=1)[CH3:2].I[CH3:34]>>[CH2:1]([O:3][C:4](=[O:32])[CH:5]([C:6]1[CH:7]=[C:8]([C:13]2[CH:18]=[CH:17][C:16]([C:19]([F:21])([F:20])[F:22])=[CH:15][C:14]=2[CH2:23][N:24]([C:27]([CH:29]2[CH2:30][CH2:31]2)=[O:28])[CH2:25][CH3:26])[CH:9]=[C:10]([Cl:12])[CH:11]=1)[CH3:34])[CH3:2]. Procedure: Prepared according to the procedure described in Example 213, Step 5, using the following starting materials: {5-chloro-2′-[(cyclopropanecarbonyl-ethyl-amino)-methyl]-4′-trifluoromethyl-biphenyl-3-yl}-acetic acid ethyl ester and iodomethane.